This data is from the Open Reaction Database (ORD), a public repository of structured organic reaction records. The task is: describe an organic reaction: reactants, conditions, products, and yield Starting materials: C(C)(C)N1CCC(CC1)OS(=O)(=O)C (methanesulfonic acid 1-isopropyl-piperidin-4-yl ester), CN(C)CC1(CCOCC1)C1=CC=C(C=C1)O (4-(4-Dimethylaminomethyl-tetrahydro-pyran-4-yl)-phenol), [H-].[Na+] (NaH). Run in CN(C)C=O (DMF), CC(C)(C)OC (TBME), O (water), [OH-].[Na+] (NaOH), CN(C)C=O (DMF), CN(C)C=O (DMF). Conditions: temperature 75 celsius, time 1 hour. The product is C(C)(C)N1CCC(CC1)OC1=CC=C(C=C1)C1(CCOCC1)CN(C)C ({4-[4-(1-Isopropylpiperidin-4-yloxy)phenyl]tetrahydropyran-4-ylmethyl}dimethyl-amine). Isolated yield 17.3%. RXN SMILES: [CH3:1][N:2]([CH2:4][C:5]1([C:11]2[CH:16]=[CH:15][C:14]([OH:17])=[CH:13][CH:12]=2)[CH2:10][CH2:9][O:8][CH2:7][CH2:6]1)[CH3:3].[H-].[Na+].[CH:20]([N:23]1[CH2:28][CH2:27][CH:26](OS(C)(=O)=O)[CH2:25][CH2:24]1)([CH3:22])[CH3:21]>CN(C=O)C.CC(OC)(C)C.O.[OH-].[Na+]>[CH:20]([N:23]1[CH2:28][CH2:27][CH:26]([O:17][C:14]2[CH:15]=[CH:16][C:11]([C:5]3([CH2:4][N:2]([CH3:1])[CH3:3])[CH2:6][CH2:7][O:8][CH2:9][CH2:10]3)=[CH:12][CH:13]=2)[CH2:25][CH2:24]1)([CH3:22])[CH3:21] |f:1.2,7.8|. Reported procedure: 4-(4-Dimethylaminomethyl-tetrahydro-pyran-4-yl)-phenol (532 mg, 2.26 mmol) in DMF (2 ml) was added to a solution of NaH (100 mg, 2.5 mmol) in DMF (2 ml) at room temperature under N2. The reaction was stirred for 1 hr and a solution of methanesulfonic acid 1-isopropyl-piperidin-4-yl ester (400 mg, 1.81 mmol) in DMF (1.3 ml) was slowly added. The reaction was heated to 75° C. and stirred for 6 hrs. The reaction was allowed to cool to room temperature and diluted with TBME (20 ml), water (10 ml) an... Reactants: Brc1cnc2ccccc2c1, C[O-], [Na+], CN(C)C=O. The product is COc1cnc2ccccc2c1. Reaction SMILES: [Br:1][c:2]1[cH:3][n:4][c:5]2[cH:6][cH:7][cH:8][cH:9][c:10]2[cH:11]1.[CH3:12][O-:13].[Na+:14].[O:15]=[CH:16][N:17]([CH3:18])[CH3:19]>>[c:2]1([O:13][CH3:12])[cH:3][n:4][c:5]2[cH:6][cH:7][cH:8][cH:9][c:10]2[cH:11]1. Starting materials: CN(C)C(=O)c1noc(C(CCCC2CCCCC2)CC(=O)OC(C)(C)C)n1, ClCCl, O=C(O)C(F)(F)F. Product: CN(C)C(=O)c1noc(C(CCCC2CCCCC2)CC(=O)O)n1. RXN SMILES: [CH:1]1([CH2:7][CH2:8][CH2:9][CH:10]([CH2:11][C:12](=[O:13])[O:14][C:15]([CH3:16])([CH3:17])[CH3:18])[c:19]2[n:20][c:21]([C:24](=[O:25])[N:26]([CH3:27])[CH3:28])[n:22][o:23]2)[CH2:2][CH2:3][CH2:4][CH2:5][CH2:6]1.[Cl:36][CH2:37][Cl:38].[OH:29][C:30]([C:31]([F:32])([F:33])[F:34])=[O:35]>>[CH:1]1([CH2:7][CH2:8][CH2:9][CH:10]([CH2:11][C:12](=[O:13])[OH:14])[c:19]2[n:20][c:21]([C:24](=[O:25])[N:26]([CH3:27])[CH3:28])[n:22][o:23]2)[CH2:2][CH2:3][CH2:4][CH2:5][CH2:6]1. Reactants: C1(CC1)CN1C(N(C(C=2NC(=NC12)CC1=CC=C(C=C1)N)=O)CC1=C(C=CC=C1)F)=O (3-cyclopropylmethyl-8-[4-aminobenzyl]-1-(2-fluorobenzyl)-3,7-dihydro-purine-2,6-dione), C(C)=O (acetaldehyde). Reagents/catalysts: [Pd] (palladium on carbon). Solvent: O1CCCC1 (tetrahydrofuran). Reaction conditions: time 3 day. Yields the product C1(CC1)CN1C(N(C(C=2NC(=NC12)CC1=CC=C(C=C1)NCC)=O)CC1=C(C=CC=C1)F)=O (3-cyclopropylmethyl-8-[4-(ethyl-amino)-benzyl]-1-(2-fluorobenzyl)-3,7-dihydro-purine-2,6-dione). Yield: 62.6%. As a reaction SMILES: [CH:1]1([CH2:4][N:5]2[C:13]3[N:12]=[C:11]([CH2:14][C:15]4[CH:20]=[CH:19][C:18]([NH2:21])=[CH:17][CH:16]=4)[NH:10][C:9]=3[C:8](=[O:22])[N:7]([CH2:23][C:24]3[CH:29]=[CH:28][CH:27]=[CH:26][C:25]=3[F:30])[C:6]2=[O:31])[CH2:3][CH2:2]1.[CH:32](=O)[CH3:33]>[Pd].O1CCCC1>[CH:1]1([CH2:4][N:5]2[C:13]3[N:12]=[C:11]([CH2:14][C:15]4[CH:16]=[CH:17][C:18]([NH:21][CH2:32][CH3:33])=[CH:19][CH:20]=4)[NH:10][C:9]=3[C:8](=[O:22])[N:7]([CH2:23][C:24]3[CH:29]=[CH:28][CH:27]=[CH:26][C:25]=3[F:30])[C:6]2=[O:31])[CH2:3][CH2:2]1. Reported procedure: To a suspension of 10% palladium on carbon (0.10 g) in tetrahydrofuran (50 mL) was added 3-cyclopropylmethyl-8-[4-aminobenzyl]-1-(2-fluorobenzyl)-3,7-dihydro-purine-2,6-dione (prepared as described in example 64, step 1) (0.21 g, 0.50 mmol) and acetaldehyde (72.6 μL, 1.3 mmol). The mixture was shaken under an atmosphere of hydrogen at 1 atmosphere pressure and ambient temperature for 3 days. The catalyst was removed by filtration through celite, washing the filter pad through with tetrahydrofura... Starting materials: C(CCC)[Li] (n-butyl lithium), [Cl-].[NH4+] (ammonium chloride), S1C2=C(C=C1)SC=C2 (thieno[3,2-b]thiophene), ClC(C(Cl)(Cl)Cl)(Cl)Cl (hexachloroethane). Solvent: O1CCCC1 (tetrahydrofuran), O1CCCC1 (tetrahydrofuran). Run at temperature 0 celsius, time 30 minute. The product is ClC1=CC2=C(S1)C=CS2 (2-Chlorothieno[3,2-b]thiophene). Isolated yield 75.4%. Reaction SMILES: [S:1]1[CH:5]=[CH:4][C:3]2[S:6][CH:7]=[CH:8][C:2]1=2.C([Li])CCC.[Cl:14]C(Cl)(Cl)C(Cl)(Cl)Cl.[Cl-].[NH4+]>O1CCCC1>[Cl:14][C:5]1[S:1][C:2]2[CH:8]=[CH:7][S:6][C:3]=2[CH:4]=1 |f:3.4|. Procedure details: A solution of thieno[3,2-b]thiophene (see Fuller, L.; Iddon, B.; Smith, K. A. J. Chem. Soc. Perkin Trans 1 1997, 3465-3470) (1.27 g) in tetrahydrofuran (30 ml) was cooled to −78° C. under argon atmosphere, and thereto was added dropwise n-butyl lithium (1.59 M hexane solution, 5.70 ml). The mixture was stirred at 0° C. for 30 minutes, and cooled again to −78° C. Added thereto was a solution of hexachloroethane (2.14 g) in tetrahydrofuran (5 ml). The mixture was stirred at the same temperature fo... Starting materials: ClC=1C=C(C(=O)OO)C=CC1 (Meta-chloroperoxybenzoic acid), C1=CC(=CC(=C1)Cl)C(=O)OO (m-CPBA), C(C)C1=CN=C(O1)CCNC(=O)NC=1SC(=C(N1)C)C1=NC(=NC(=C1)C)S(=O)C (1-[2-(5-ethyl-oxazol-2-yl)-ethyl]-3-[5-(2-methane-sulfinyl-6-methyl-pyrimidin-4-yl)-4-methyl-thiazol-2-yl]-urea). The solvent is ClCCl (dichloromethane), ClCCl (dichloromethane). Product: C(C)C1=CN=C(O1)CCNC(=O)NC=1SC(=C(N1)C)C1=NC(=NC(=C1)C)S(=O)(=O)C (1-[2-(5-Ethyl-oxazol-2-yl)-ethyl]-3-[5-(2-methanesulfonyl-6-methyl-pyrimidin-4-yl)-4-methyl-thiazol-2-yl]-urea). RXN SMILES: ClC1C=C(C=CC=1)C(OO)=[O:6].[CH2:12]([C:14]1[O:18][C:17]([CH2:19][CH2:20][NH:21][C:22]([NH:24][C:25]2[S:26][C:27]([C:31]3[CH:36]=[C:35]([CH3:37])[N:34]=[C:33]([S:38]([CH3:40])=[O:39])[N:32]=3)=[C:28]([CH3:30])[N:29]=2)=[O:23])=[N:16][CH:15]=1)[CH3:13]>ClCCl>[CH2:12]([C:14]1[O:18][C:17]([CH2:19][CH2:20][NH:21][C:22]([NH:24][C:25]2[S:26][C:27]([C:31]3[CH:36]=[C:35]([CH3:37])[N:34]=[C:33]([S:38]([CH3:40])(=[O:6])=[O:39])[N:32]=3)=[C:28]([CH3:30])[N:29]=2)=[O:23])=[N:16][CH:15]=1)[CH3:13]. Reported procedure: Meta-chloroperoxybenzoic acid or m-CPBA (57-86% purity, 0.438 g, 1.8 mmol) is added in portions to a rapidly stirring solution of 1-[2-(5-ethyl-oxazol-2-yl)-ethyl]-3-[5-(2-methane-sulfinyl-6-methyl-pyrimidin-4-yl)-4-methyl-thiazol-2-yl]-urea (0.31 g, 0.74 mmol) in dry dichloromethane (5 ml) at room temperature. After 2 hours the mixture is diluted with dichloromethane and washed with aqueous sodium thiosulfite and brine. The organic extract is separated, dried over MgSO4 and the solvent is remov... The reactants are ClC=1C(=NC=C(C1)C(F)(F)F)OC1=CC(=C(C=C1)[N+](=O)[O-])[N+](=O)[O-] (4-(3-chloro-5-trifluoromethyl-2-pyridyloxy)-1,2-dinitrobenzene), CNO (N-methylhydroxyamine), C(=O)([O-])[O-].[K+].[K+] (K2CO3). Solvent: C1CCOC1 (THF). Reaction conditions: time 48 hour. The product is CN(C1=C(C=CC(=C1)OC1=NC=C(C=C1Cl)C(F)(F)F)[N+](=O)[O-])O (N-methyl-N-[2-nitro-5-(3-chloro-5-trifluoromethyl-2-pyridyloxy)phenyl]-hydroxyamine). As a reaction SMILES: [Cl:1][C:2]1[C:3]([O:12][C:13]2[CH:18]=[CH:17][C:16]([N+:19]([O-:21])=[O:20])=[C:15]([N+:22]([O-])=[O:23])[CH:14]=2)=[N:4][CH:5]=[C:6]([C:8]([F:11])([F:10])[F:9])[CH:7]=1.[CH3:25]NO.C([O-])([O-])=O.[K+].[K+]>C1COCC1>[CH3:25][N:22]([OH:23])[C:15]1[CH:14]=[C:13]([O:12][C:3]2[C:2]([Cl:1])=[CH:7][C:6]([C:8]([F:10])([F:11])[F:9])=[CH:5][N:4]=2)[CH:18]=[CH:17][C:16]=1[N+:19]([O-:21])=[O:20] |f:2.3.4|. Procedure details: A mixture of 4-(3-chloro-5-trifluoromethyl-2-pyridyloxy)-1,2-dinitrobenzene (2.50 g, 6.88 mmol), N-methylhydroxyamine (1.15 g), K2CO3 (1.14 g, 8.26 mmol) and THF (20 ml) is stirred at RT for 48 hours. The reaction mixture is filtered and the filtrate is concentrated. The resulting residue is taken up in CH2Cl2, washed, dried and evaporated to give N-methyl-N-[2-nitro-5-(3-chloro-5-trifluoromethyl-2-pyridyloxy)phenyl]-hydroxyamine (IXB; R is H).